Dataset: the Open Reaction Database (ORD), a public repository of structured organic reaction records. Task: describe an organic reaction: reactants, conditions, products, and yield Reaction SMILES: [CH2:62]1[O:63][CH2:64][CH2:65][CH2:66]1.[CH3:20][N:21]([CH2:22][CH2:23][CH2:24][OH:25])[CH3:26].[Ca+2:18].[Cl-:17].[Cl-:19].[N:46]([C:47]([O:48][C:49]([CH3:50])([CH3:51])[CH3:52])=[O:53])=[N:54][C:55]([O:56][C:57]([CH3:58])([CH3:59])[CH3:60])=[O:61].[OH:1][c:2]1[cH:3][n:4][c:5](-[c:8]2[cH:9][c:10]([C:14]([CH3:15])=[O:16])[cH:11][cH:12][cH:13]2)[n:6][cH:7]1.[c:27]1([P:28]([c:29]2[cH:30][cH:31][cH:32][cH:33][cH:34]2)[c:35]2[cH:36][cH:37][cH:38][cH:39][cH:40]2)[cH:41][cH:42][cH:43][cH:44][cH:45]1>>[O:1]([c:2]1[cH:3][n:4][c:5](-[c:8]2[cH:9][c:10]([C:14]([CH3:15])=[O:16])[cH:11][cH:12][cH:13]2)[n:6][cH:7]1)[CH2:24][CH2:23][CH2:22][N:21]([CH3:20])[CH3:26]. The product is CC(=O)c1cccc(-c2ncc(OCCCN(C)C)cn2)c1. Reactants: C1CCOC1, CN(C)CCCO, [Ca+2], [Cl-], [Cl-], CC(C)(C)OC(=O)N=NC(=O)OC(C)(C)C, CC(=O)c1cccc(-c2ncc(O)cn2)c1, c1ccc(P(c2ccccc2)c2ccccc2)cc1. The reactants are CC(C)(OC(CCC1=CC=C(C=C1)C=1N=NN(N1)C(C)(C)C)=O)C (5-[4-(3-(1,1-dimethylethoxy)-3-oxopropyl)phenyl]-2-(1,1-dimethylethyl)-2H-tetrazole). The solvent is FC(C(=O)O)(F)F (trifluoroacetic acid). Run at time 12 hour. The product is CC(C)(C)N1N=C(N=N1)C1=CC=C(C=C1)CCC(=O)O (4-[2-(1,1-dimethylethyl)-2H-tetrazole-5-yl]benzenepropanoic acid). The yield is 83.8%. As a reaction SMILES: CC(C)([O:4][C:5](=[O:23])[CH2:6][CH2:7][C:8]1[CH:13]=[CH:12][C:11]([C:14]2[N:15]=[N:16][N:17]([C:19]([CH3:22])([CH3:21])[CH3:20])[N:18]=2)=[CH:10][CH:9]=1)C>FC(F)(F)C(O)=O>[CH3:22][C:19]([N:17]1[N:16]=[N:15][C:14]([C:11]2[CH:12]=[CH:13][C:8]([CH2:7][CH2:6][C:5]([OH:23])=[O:4])=[CH:9][CH:10]=2)=[N:18]1)([CH3:20])[CH3:21]. Procedure details: 5-[4-(3-(1,1-dimethylethoxy)-3-oxopropyl)phenyl]-2-(1,1-dimethylethyl)-2H-tetrazole (1.0 g. 3.7 mmol) was dissolved in trifluoroacetic acid (14 mL) and stirred at room temperature under argon for 12 hours. The mixture was concentrated and then dissolved in water (35 ml). After adding enough sat. NaHCO2 to raise the pH to 8, the solution was washed with diethyl ether (2×10 mL). The aqueous layer was acidified to pH 3 with IN HCl and the product was collected by suction filtration to give 4-[2-(1,... Starting materials: COC=1C=CC(=C(C1)N)C=1SC2=C(N1)C=CC(=C2)OC (5-methoxy-2-(6-methoxybenzothiazol-2-yl)phenylamine), N1(CCCCC1)CCOC1=CC=C(C=O)C=C1 (4-(2-piperidin-1-ylethoxy)benzaldehyde), N (ammonia). The solvent is O1CCCC1 (tetrahydrofuran), ClCCl (dichloromethane), C(C)(=O)O (acetic acid). Reaction conditions: time 6 hour. The product is COC=1C=CC(=C(C1)NCC1=CC=C(C=C1)OCCN1CCCCC1)C=1SC2=C(N1)C=CC(=C2)OC ([5-Methoxy-2-(6-methoxybenzothiazol-2-yl)phenyl][4-(2-piperidin-1-ylethoxy)benzyl]amine). Isolated yield 15.9%. RXN SMILES: [CH3:1][O:2][C:3]1[CH:4]=[CH:5][C:6]([C:10]2[S:11][C:12]3[CH:18]=[C:17]([O:19][CH3:20])[CH:16]=[CH:15][C:13]=3[N:14]=2)=[C:7]([NH2:9])[CH:8]=1.[N:21]1([CH2:27][CH2:28][O:29][C:30]2[CH:37]=[CH:36][C:33]([CH:34]=O)=[CH:32][CH:31]=2)[CH2:26][CH2:25][CH2:24][CH2:23][CH2:22]1.N>O1CCCC1.ClCCl.C(O)(=O)C>[CH3:1][O:2][C:3]1[CH:4]=[CH:5][C:6]([C:10]2[S:11][C:12]3[CH:18]=[C:17]([O:19][CH3:20])[CH:16]=[CH:15][C:13]=3[N:14]=2)=[C:7]([NH:9][CH2:34][C:33]2[CH:32]=[CH:31][C:30]([O:29][CH2:28][CH2:27][N:21]3[CH2:26][CH2:25][CH2:24][CH2:23][CH2:22]3)=[CH:37][CH:36]=2)[CH:8]=1. Procedure details: To a suspension of 5-methoxy-2-(6-methoxybenzothiazol-2-yl)phenylamine (473 mg) and 4-(2-piperidin-1-ylethoxy)benzaldehyde (484 mg) in tetrahydrofuran (6 ml), dichloromethane (4 ml) and acetic acid (4 ml) was added borane-methyl sulfide complex (0.18 ml), and the solution was stirred for 6 hours at room temperature. The solution was neutralized with ammonia solution on an ice bath, extracted with ethyl acetate, then sequentially washed with water and brine, and the solvent was evaporated in vacu... Reactants: C=1C=C2C=CC=C3C2=C(C1)C(=O)NC3=O (1,8-naphthalimide), BrCCCCBr (1,4-dibromobutane), initial material, CN(C=O)C (dimethylformamide), [OH-].[K+] (potassium hydroxide). The solvent is CO (methanol). Conditions: time 1 hour. Yields the product BrCCCCN1C(C2=CC=CC=3C2=C(C1=O)C=CC3)=O (2-(4-bromobutyl)-1H-benz[de]isoquinoline-1,3(2H)-dione). RXN SMILES: [CH:1]1[CH:2]=[C:3]2[C:8]3=[C:9]([C:11]([NH:13][C:14](=[O:15])[C:7]3=[CH:6][CH:5]=[CH:4]2)=[O:12])[CH:10]=1.CN(C)C=O.[OH-].[K+].[Br:23][CH2:24][CH2:25][CH2:26][CH2:27]Br>CO>[Br:23][CH2:24][CH2:25][CH2:26][CH2:27][N:13]1[C:14](=[O:15])[C:7]2[CH:6]=[CH:5][CH:4]=[C:3]3[C:8]=2[C:9](=[CH:10][CH:1]=[CH:2]3)[C:11]1=[O:12] |f:2.3|. Reported procedure: 100 g. (0.5 mole) of 1,8-naphthalimide is suspended in 2100 ml. of dimethylformamide and the mixture is heated to 90° to form a complete solution. A solution of 36.3 g. (0.55 mole) of potassium hydroxide (85%) in 100 ml. of methanol is added resulting in the immediate formation of a yellow precipitate. The resulting mixture is stirred for one hour at 90° and cooled to 25°. 245 g. (1.0 mole) of 1,4-dibromobutane is added and the mixture is again heated to 90° and stirred for an additional hour. A... Reactants: ClCC1=NC=CC(=C1)Cl (2-chloromethyl-4-chloropyridine), [N-]=[N+]=[N-].CC1=C2C(=C(C(=NC2=CC=C1)C)C)C (tetramethylquinoline azide). Run in C(Cl)Cl (CH2Cl2). Product: N(=[N+]=[N-])CC1=NC=CC(=C1)Cl (2-azidomethyl-4-chlorpyridine). RXN SMILES: Cl[CH2:2][C:3]1[CH:8]=[C:7]([Cl:9])[CH:6]=[CH:5][N:4]=1.[N-:10]=[N+:11]=[N-:12].CC1C=CC=C2C=1C(C)=C(C)C(C)=N2>C(Cl)Cl>[N:10]([CH2:2][C:3]1[CH:8]=[C:7]([Cl:9])[CH:6]=[CH:5][N:4]=1)=[N+:11]=[N-:12] |f:1.2|. Procedure: The starting material may be obtained as follows. Reaction of 2-chloromethyl-4-chloropyridine with excess tetramethylquinoline azide in CH2Cl2 at ambient temperature for 24 hours gave 2-azidomethyl-4-chlorpyridine. n.m.r. in CDCl3 :-4.5(s, 2H); 7.3(m, 2H); 8.5(d, 1H). Reduction of this compound in MeOH in the presence of 2 equivalents of acetic anhydride with Raneyl nickel at ambient temperature for 30 minutes gave, after purification by silica gel chromatography, 2-acetylaminomethyl-4-chloropyr... The reactants are CC1=C(C=C(C(=C1)[N+](=O)[O-])[N+](=O)[O-])O (2-methyl-4,5-dinitrophenol), CNC(=O)C1=NC=CC(=C1)Cl (4-chloro-pyridine-2-carboxylic acid methylamide). Run in C(Cl)Cl (CH2Cl2). Run at temperature 170 celsius. Product: CNC(=O)C1=NC=CC(=C1)OC1=C(C=C(C(=C1)[N+](=O)[O-])[N+](=O)[O-])C (4-(4,5-Dinitro-2-methyl-phenoxy)-pyridine-2-carboxylic acid methylamide). RXN SMILES: [CH3:1][C:2]1[CH:7]=[C:6]([N+:8]([O-:10])=[O:9])[C:5]([N+:11]([O-:13])=[O:12])=[CH:4][C:3]=1[OH:14].[CH3:15][NH:16][C:17]([C:19]1[CH:24]=[C:23](Cl)[CH:22]=[CH:21][N:20]=1)=[O:18]>C(Cl)Cl>[CH3:15][NH:16][C:17]([C:19]1[CH:24]=[C:23]([O:14][C:3]2[CH:4]=[C:5]([N+:11]([O-:13])=[O:12])[C:6]([N+:8]([O-:10])=[O:9])=[CH:7][C:2]=2[CH3:1])[CH:22]=[CH:21][N:20]=1)=[O:18]. Reported procedure: 2-Methyl-4,5-dinitrophenol (Step A, 1.34 g, 6.77 mmol) and 4-chloro-pyridine-2-carboxylic acid methylamide (1.16 g, 6.77 mmol) were combined and heated at 160-180° C. (round bottom flask with condenser). The reaction was cooled to RT, the contents of the flask were dissolved in CH2Cl2 and the organic layer washed with 2 N NaOH, then water. The organic layer was dried with Na2SO4, filtered and evaporated. The mixture was purified by column chromatography using EtOAc/hexanes as the eluant. The tit...